This data is from the Open Reaction Database (ORD), a public repository of structured organic reaction records. The task is: describe an organic reaction: reactants, conditions, products, and yield Starting materials: C=CC1=CC=CC=C1 (styrene), C=CCCCCCC (1-octene). Product: C(C)C1=CC=CC=C1 (ethylbenzene), CCCCCCCC (n-octane). RXN SMILES: [CH2:1]=[CH:2][C:3]1[CH:8]=[CH:7][CH:6]=[CH:5][CH:4]=1.[CH2:9]=[CH:10][CH2:11][CH2:12][CH2:13][CH2:14][CH2:15][CH3:16]>>[CH2:2]([C:3]1[CH:8]=[CH:7][CH:6]=[CH:5][CH:4]=1)[CH3:1].[CH3:9][CH2:10][CH2:11][CH2:12][CH2:13][CH2:14][CH2:15][CH3:16]. Procedure details: The feed stream thus introduced into the reactor is caused to flow downwardly through the reactor in a co-current flow mode, passing through the catalyst bed where the styrene and 1-octene are hydrogenated to yield a product stream comprising ethylbenzene and n-octane, respectively. This product stream is then cooled and separated into gas and liquid products, with the liquid product being analyzed to determine the conversion efficiency of the reactor.